This data is from the Open Reaction Database (ORD), a public repository of structured organic reaction records. The task is: describe an organic reaction: reactants, conditions, products, and yield The reactants are O=C(COC=1C=CC(=NC1)CC1C(NC(S1)=O)=O)C=1N=C(OC1C)C1=CC=CC=C1 (5-((5-(2-oxo-2-(2-phenyl-5-methyl-4-oxazolyl)ethoxy)-2-pyridyl)methyl)thiazolidin-2,4-dione), CO.C(Cl)(Cl)Cl (methanol chloroform), [BH4-].[Na+] (sodium borohydride), resultant solution. The solvent is CO (methanol). Product: OC(COC=1C=CC(=NC1)CC1C(NC(S1)=O)=O)C=1N=C(OC1C)C1=CC=CC=C1 (5-((5-(2-hydroxy-2-(2-phenyl-5-methyl-4-oxazolyl)ethoxy)-2-pyridyl)methyl)thiazolidin-2,4-dione). As a reaction SMILES: [O:1]=[C:2]([C:19]1[N:20]=[C:21]([C:25]2[CH:30]=[CH:29][CH:28]=[CH:27][CH:26]=2)[O:22][C:23]=1[CH3:24])[CH2:3][O:4][C:5]1[CH:6]=[CH:7][C:8]([CH2:11][CH:12]2[S:16][C:15](=[O:17])[NH:14][C:13]2=[O:18])=[N:9][CH:10]=1.[BH4-].[Na+].CO.C(Cl)(Cl)Cl>CO>[OH:1][CH:2]([C:19]1[N:20]=[C:21]([C:25]2[CH:26]=[CH:27][CH:28]=[CH:29][CH:30]=2)[O:22][C:23]=1[CH3:24])[CH2:3][O:4][C:5]1[CH:6]=[CH:7][C:8]([CH2:11][CH:12]2[S:16][C:15](=[O:17])[NH:14][C:13]2=[O:18])=[N:9][CH:10]=1 |f:1.2,3.4|. Reported procedure: 200 mg (0.47 mmol) of 5-((5-(2-oxo-2-(2-phenyl-5-methyl-4-oxazolyl)ethoxy)-2-pyridyl)methyl)thiazolidin-2,4-dione (Compound No. I-2a-1) was dissolved in 5 ml of methanol dehydrated with molecular sieve. To this solution, was added 21.5 mg of sodium borohydride, and the resultant solution was stirred at room temperature for 1 day. The reaction was terminated with a saturated aqueous solution of ammonium chloride, and the reaction mixture was extracted with chloroform. The reaction product thus ob... The reactants are N1=C(NC2=NC=CC=C21)CNC(OCC2=CC=CC=C2)=O (Benzyl 3H-imidazo[4.5-b]pyridin-2-ylmethylcarbamate), Cl.O1CCOCC1 (HCl dioxane). Run at time 20 hour. RXN SMILES: [N:1]1[C:9]2[C:4](=[N:5][CH:6]=[CH:7][CH:8]=2)[NH:3][C:2]=1[CH2:10][NH:11]C(=O)OCC1C=CC=CC=1.[ClH:22].O1CCOCC1>CC(O)=O.CO.O1CCOCC1.[Pd]>[Cl-:22].[Cl-:22].[NH3+:11][CH2:10][C:2]1[NH:3][C:4]2=[NH+:5][CH:6]=[CH:7][CH:8]=[C:9]2[N:1]=1 |f:1.2,3.4,7.8.9|. Run in CC(=O)O.CO (AcOH MeOH), O1CCOCC1 (dioxane). Reagents/catalysts: [Pd] (Pd/C). Procedure: To a mixture of 2-4 (52 g, 151.88 mmol) in 1000 mL of 1:1 AcOH/MeOH was added 20 g 10% Pd/C. The reaction mixture was stirred under 1 atm H2 for 20 hours. The mixture was filtered through a celite pad, concentrated, and then azeotroped with dioxane to give tan oil. The semisolid or thick oil was suspended in 200 mL dioxane and 200 mL 4.0 M HCl/dioxane was added to produce a tan suspension. The solid was collected, washed with dioxane (200 mL) and dried in vacuo to give 2-5 as a tan solid. 1H NMR... The product is [Cl-].[Cl-].[NH3+]CC1=NC=2C(=[NH+]C=CC2)N1 (2-(Ammoniomethyl)-3H-imidazo[4,5-b]pyridin-4-ium dichloride). Starting materials: ClC1=CC(=C(C=C1)NC(C)=O)C=C (N-(4-chloro-2-vinyl-phenyl)-acetamide), BrCC=1C(=NC(=CC1)Cl)Cl (3-bromomethyl-2,6-dichloro-pyridine), C(C)(=O)N1CC2=C(C=CC3=C1C=CC=C3)N=C(C(=C2)F)Cl (6-Acetyl-2-chloro-3-fluoro-5,6-dihydro-pyrido[3,2-c][1]benzazocine). Product: C(C)(=O)N1CC2=C(C=CC3=C1C=CC(=C3)Cl)N=C(C=C2)Cl (6-Acetyl-2,9-dichloro-5,6-dihydropyrido [3,2-c][1]benzazocine). As a reaction SMILES: [Cl:1][C:2]1[CH:7]=[CH:6][C:5]([NH:8][C:9](=[O:11])[CH3:10])=[C:4]([CH:12]=[CH2:13])[CH:3]=1.Br[CH2:15][C:16]1[C:17](Cl)=[N:18][C:19]([Cl:22])=[CH:20][CH:21]=1.C(N1C2C=CC=CC=2C=CC2N=C(Cl)C(F)=CC=2C1)(=O)C>>[C:9]([N:8]1[C:5]2[CH:6]=[CH:7][C:2]([Cl:1])=[CH:3][C:4]=2[CH:12]=[CH:13][C:17]2[N:18]=[C:19]([Cl:22])[CH:20]=[CH:21][C:16]=2[CH2:15]1)(=[O:11])[CH3:10]. Procedure: The title compound was prepared from 9B and 13B by a route analogous to that used for the preparation of 1D. HPLC Rt=2.842 min; LCMS Found: (M+H)+=319. Starting materials: O1CCC(=CC1)C1=NC=CN=C1F (2-(3,6-dihydro-2H-pyran-4-yl)-3-fluoropyrazine). The reagents and catalysts are [OH-].[OH-].[Pd+2] (palladium hydroxide on carbon). Solvent: CCOC(=O)C (EtOAc). Reaction conditions: time 8 hour. Product: FC1=NC=CN=C1C1CCOCC1 (2-FLUORO-3-(TETRAHYDRO-2H-PYRAN-4-YL)PYRAZINE). As a reaction SMILES: [O:1]1[CH2:6][CH:5]=[C:4]([C:7]2[C:12]([F:13])=[N:11][CH:10]=[CH:9][N:8]=2)[CH2:3][CH2:2]1>CCOC(C)=O.[OH-].[OH-].[Pd+2]>[F:13][C:12]1[C:7]([CH:4]2[CH2:5][CH2:6][O:1][CH2:2][CH2:3]2)=[N:8][CH:9]=[CH:10][N:11]=1 |f:2.3.4|. Procedure: To a round-bottomed flask was added 2-(3,6-dihydro-2H-pyran-4-yl)-3-fluoropyrazine (1.1754 g, 6.52 mmol) and palladium hydroxide on carbon (0.458 g, 0.652 mmol) in EtOAc (21.75 mL). The reaction mixture was flushed with argon and then placed under vacuum three times. A hydrogen balloon was then attached to the reaction. After stirring overnight, the reaction mixture was filtered through celite and concentrated in vacuo to give the title compound. MS (ESI, pos. ion) m/z: 183.1.